Dataset: the Open Reaction Database (ORD), a public repository of structured organic reaction records. Task: describe an organic reaction: reactants, conditions, products, and yield The reactants are CC(C)CC(=O)Cl, CCC12CCC3C4CCC(=O)C=C4CCC3C1CCC2O, c1ccncc1. RXN SMILES: [C:22]([CH2:23][CH:24]([CH3:25])[CH3:26])(=[O:27])[Cl:28].[CH2:1]([CH3:2])[C:3]12[CH:4]([OH:21])[CH2:5][CH2:6][CH:7]1[CH:8]1[CH:9]([CH2:10][CH2:11]2)[CH:12]2[CH2:13][CH2:14][C:15](=[O:20])[CH:16]=[C:17]2[CH2:18][CH2:19]1.[cH:29]1[cH:30][cH:31][n:32][cH:33][cH:34]1>>[CH2:1]([CH3:2])[C:3]12[CH:4]([O:21][C:22]([CH2:23][CH:24]([CH3:25])[CH3:26])=[O:27])[CH2:5][CH2:6][CH:7]1[CH:8]1[CH:9]([CH2:10][CH2:11]2)[CH:12]2[CH2:13][CH2:14][C:15](=[O:20])[CH:16]=[C:17]2[CH2:18][CH2:19]1. The product is CCC12CCC3C4CCC(=O)C=C4CCC3C1CCC2OC(=O)CC(C)C. The reactants are CC(=O)c1cc(C#N)c(C)nc1C, Cc1nc(C)c(-c2ccc3cc(CCN4CCCC4C)ccc3n2)cc1C#N, CC(=O)c1nccs1. Yields the product Cc1nc(C)c(-c2ccc3cc(CCN4CCCC4C)ccc3n2)cc1C(N)=O. As a reaction SMILES: [C:1]([c:2]1[c:4]([CH3:5])[n:6][c:7]([CH3:8])[c:9]([C:11]#[N:12])[cH:10]1)(=[O:3])[CH3:13].[CH3:22][c:23]1[c:24]([C:25]#[N:26])[cH:27][c:28](-[c:32]2[n:33][c:34]3[cH:35][cH:36][c:37]([CH2:42][CH2:43][N:44]4[CH:45]([CH3:49])[CH2:46][CH2:47][CH2:48]4)[cH:38][c:39]3[cH:40][cH:41]2)[c:29]([CH3:31])[n:30]1.[s:14]1[cH:15][cH:16][n:17][c:18]1[C:19](=[O:20])[CH3:21]>>[O:3]=[C:25]([c:24]1[c:23]([CH3:22])[n:30][c:29]([CH3:31])[c:28](-[c:32]2[n:33][c:34]3[cH:35][cH:36][c:37]([CH2:42][CH2:43][N:44]4[CH:45]([CH3:49])[CH2:46][CH2:47][CH2:48]4)[cH:38][c:39]3[cH:40][cH:41]2)[cH:27]1)[NH2:26]. As a reaction SMILES: [Br:12][CH2:13][c:14]1[cH:15][cH:16][cH:17][cH:18][cH:19]1.[Cl:1][c:2]1[c:3]([OH:9])[cH:4][cH:5][c:6]([F:8])[cH:7]1.[H-:10].[Na+:11].[O:21]1[CH2:22][CH2:23][CH2:24][CH2:25]1.[OH2:20]>>[Cl:1][c:2]1[c:3]([O:9][CH2:13][c:14]2[cH:15][cH:16][cH:17][cH:18][cH:19]2)[cH:4][cH:5][c:6]([F:8])[cH:7]1. Starting materials: BrCc1ccccc1, Oc1ccc(F)cc1Cl, [H-], [Na+], C1CCOC1, O. Yields the product Fc1ccc(OCc2ccccc2)c(Cl)c1. The reactants are BrC=1C=C(C=CC1F)CNC ([(3-bromo-4-fluorophenyl)methyl]methylamine), CC(C)(C)OC(=O)N1CCN(CC1)CC=1C=C(C=CC1)B(O)O ({3-[(4-{[(1,1-dimethylethyl)oxy]carbonyl}-1-piperazinyl)methyl]phenyl}boronic acid), C(=O)([O-])[O-].[K+].[K+] (K2CO3). Reagents/catalysts: C=1C=CC(=CC1)[P](C=2C=CC=CC2)(C=3C=CC=CC3)[Pd]([P](C=4C=CC=CC4)(C=5C=CC=CC5)C=6C=CC=CC6)([P](C=7C=CC=CC7)(C=8C=CC=CC8)C=9C=CC=CC9)[P](C=1C=CC=CC1)(C=1C=CC=CC1)C=1C=CC=CC1 (Pd(PPh3)4). The solvent is O1CCOCC1.O (p-dioxane H2O). Reaction conditions: temperature 150 celsius. Product: FC1=C(C=C(C=C1)CNC)C1=CC(=CC=C1)CN1CCN(CC1)C(=O)OC(C)(C)C (1,1-Dimethylethyl 4-({2′-fluoro-5′-[(methylamino)methyl]-3-biphenylyl}methyl)-1-piperazine carboxylate). Yield: 65.8%. RXN SMILES: Br[C:2]1[CH:3]=[C:4]([CH2:9][NH:10][CH3:11])[CH:5]=[CH:6][C:7]=1[F:8].[CH3:12][C:13]([O:16][C:17]([N:19]1[CH2:24][CH2:23][N:22]([CH2:25][C:26]2[CH:27]=[C:28](B(O)O)[CH:29]=[CH:30][CH:31]=2)[CH2:21][CH2:20]1)=[O:18])([CH3:15])[CH3:14].C([O-])([O-])=O.[K+].[K+]>O1CCOCC1.O.C1C=CC([P]([Pd]([P](C2C=CC=CC=2)(C2C=CC=CC=2)C2C=CC=CC=2)([P](C2C=CC=CC=2)(C2C=CC=CC=2)C2C=CC=CC=2)[P](C2C=CC=CC=2)(C2C=CC=CC=2)C2C=CC=CC=2)(C2C=CC=CC=2)C2C=CC=CC=2)=CC=1>[F:8][C:7]1[CH:6]=[CH:5][C:4]([CH2:9][NH:10][CH3:11])=[CH:3][C:2]=1[C:28]1[CH:29]=[CH:30][CH:31]=[C:26]([CH2:25][N:22]2[CH2:23][CH2:24][N:19]([C:17]([O:16][C:13]([CH3:15])([CH3:14])[CH3:12])=[O:18])[CH2:20][CH2:21]2)[CH:27]=1 |f:2.3.4,5.6,^1:51,53,72,91|. Reported procedure: To a solution of [(3-bromo-4-fluorophenyl)methyl]methylamine (0.52 g, 2.39 mmol) in p-dioxane/H2O (15/5 mL) was added {3-[(4-{[(1,1-dimethylethyl)oxy]carbonyl}-1-piperazinyl)methyl]phenyl}boronic acid (1.15 g, 3.60 mmol), Pd(PPh3)4 (139 mg, 0.12 mmol), and K2CO3 (1.33 g, 9.6 mmol). The mixture was heated with a microwave at 150° C. for 15 min. The organic layer was separated, concentrated. The residue was redissolved in EtOAc (˜70 mL), which was washed with H2O (20 mL), brine (20 mL), dried over... As a reaction SMILES: [CH3:1][O:2][C:3]1[CH:8]=[C:7]([N+:9]([O-])=O)[CH:6]=[CH:5][N+:4]=1[O-].[OH-].[Na+]>C(O)(=O)C.[Fe]>[NH2:9][C:7]1[CH:6]=[CH:5][N:4]=[C:3]([O:2][CH3:1])[CH:8]=1 |f:1.2|. The reagents and catalysts are [Fe] (iron). The reactants are COC1=[N+](C=CC(=C1)[N+](=O)[O-])[O-] (2-methoxy-4-nitropyridine N-oxide), [OH-].[Na+] (sodium hydroxide). The product is NC1=CC(=NC=C1)OC (4-Amino-2-methoxypyridine). Solvent: C(C)(=O)O (acetic acid). Run at temperature 100 celsius. Reported procedure: A mixture of 6.3 g of 2-methoxy-4-nitropyridine N-oxide and 12.6 g of iron powder in 150 ml of acetic acid is heated for 1 hour at 100° C. After cooling, sodium hydroxide is added, the mixture is then filtered and the material on the filter is washed with water. The aqueous phase is extracted with ethyl ether. After drying and concentration, 3.6 g of an oil are recovered which crystallizes to a white solid. Reactants: BrC=1C=NC(=NC1)C1=CC=C(C=C1)OCCCCCCCC (5-Bromo-2-(4-octyloxyphenyl)pyrimidine), C(C1=CC=CC=C1)OC=1C=C(C=CC1)B(O)O (3-benzyloxybenzeneboronic acid). Product: C(C1=CC=CC=C1)OC=1C=C(C=CC1)C=1C=NC(=NC1)C1=CC=C(C=C1)OCCCCCCCC (5-(3-benzyloxyphenyl)-2-(4-octyloxyphenyl)pyrimidine). Reaction SMILES: Br[C:2]1[CH:3]=[N:4][C:5]([C:8]2[CH:13]=[CH:12][C:11]([O:14][CH2:15][CH2:16][CH2:17][CH2:18][CH2:19][CH2:20][CH2:21][CH3:22])=[CH:10][CH:9]=2)=[N:6][CH:7]=1.[CH2:23]([O:30][C:31]1[CH:32]=[C:33](B(O)O)[CH:34]=[CH:35][CH:36]=1)[C:24]1[CH:29]=[CH:28][CH:27]=[CH:26][CH:25]=1>>[CH2:23]([O:30][C:31]1[CH:36]=[C:35]([C:2]2[CH:3]=[N:4][C:5]([C:8]3[CH:13]=[CH:12][C:11]([O:14][CH2:15][CH2:16][CH2:17][CH2:18][CH2:19][CH2:20][CH2:21][CH3:22])=[CH:10][CH:9]=3)=[N:6][CH:7]=2)[CH:34]=[CH:33][CH:32]=1)[C:24]1[CH:29]=[CH:28][CH:27]=[CH:26][CH:25]=1. Procedure details: 5-Bromo-2-(4-octyloxyphenyl)pyrimidine and 3-benzyloxybenzeneboronic acid are reacted analogously to Example 1 to give 5-(3-benzyloxyphenyl)-2-(4-octyloxyphenyl)pyrimidine. ##STR35## Removal of the benzyl protecting group from 5-(3-benzyloxyphenyl)-2-(4-octyloxyphenyl) pyrimidine by hydrogenation analogously to Example i gives 5-(3-hydroxyphenyl)-2-(4-octyloxyphenyl) pyrimidine. ##STR36##